From a dataset of the Open Reaction Database (ORD), a public repository of structured organic reaction records. describe an organic reaction: reactants, conditions, products, and yield The reactants are FC(C)(F)C=1N=C(SC1)CN1N=CC(=N1)N (2-[4-(1,1-difluoro-ethyl)-thiazol-2-ylmethyl]-2H-[1,2,3]triazol-4-ylamine), ClC=1C=C(C=CC1)C1=C(N=CO1)C(=O)O (5-(3-chloro-phenyl)-oxazole-4-carboxylic acid). The product is FC(C)(F)C=1N=C(SC1)CN1N=CC(=N1)NC(=O)C=1N=COC1C1=CC(=CC=C1)Cl (5-(3-Chloro-phenyl)-oxazole-4-carboxylic acid{2-[4-(1,1-difluoro-ethyl)-thiazol-2-ylmethyl]-2H-[1,2,3]triazol-4-yl}-amide). As a reaction SMILES: [F:1][C:2]([C:5]1[N:6]=[C:7]([CH2:10][N:11]2[N:15]=[C:14]([NH2:16])[CH:13]=[N:12]2)[S:8][CH:9]=1)([F:4])[CH3:3].[Cl:17][C:18]1[CH:19]=[C:20]([C:24]2[O:28][CH:27]=[N:26][C:25]=2[C:29](O)=[O:30])[CH:21]=[CH:22][CH:23]=1>>[F:1][C:2]([C:5]1[N:6]=[C:7]([CH2:10][N:11]2[N:15]=[C:14]([NH:16][C:29]([C:25]3[N:26]=[CH:27][O:28][C:24]=3[C:20]3[CH:21]=[CH:22][CH:23]=[C:18]([Cl:17])[CH:19]=3)=[O:30])[CH:13]=[N:12]2)[S:8][CH:9]=1)([F:4])[CH3:3]. Procedure details: Following general procedure Z2, starting from 2-[4-(1,1-difluoro-ethyl)-thiazol-2-ylmethyl]-2H-[1,2,3]triazol-4-ylamine and 5-(3-chloro-phenyl)-oxazole-4-carboxylic acid. The reactants are C(C)(C)(C)OC(NC1=C(C=C(C=C1)C1=C(C=CC=C1)F)N)=O ((3-amino-2′-fluoro-biphenyl-4-yl)-carbamic acid tert.-butyl ester), C(C)OC(CC(C1=CC(=CC=C1)N1N=NC=C1)=O)=O (3-oxo-3-(3-[1,2,3]triazol-1-yl-phenyl)-propionic acid ethyl ester). Yields the product C(C)(C)(C)OC(NC1=C(C=C(C=C1)C1=C(C=CC=C1)F)NC(CC(C1=CC(=CC=C1)N1N=NC=C1)=O)=O)=O ({2′-Fluoro-3-[3-oxo-3-(3-[1,2,3]triazol-1-yl-phenyl)-propionylamino]-biphenyl-4-yl}-carbamic acid tert.-butyl ester). The yield is 74.1%. As a reaction SMILES: [C:1]([O:5][C:6](=[O:22])[NH:7][C:8]1[CH:13]=[CH:12][C:11]([C:14]2[CH:19]=[CH:18][CH:17]=[CH:16][C:15]=2[F:20])=[CH:10][C:9]=1[NH2:21])([CH3:4])([CH3:3])[CH3:2].C([O:25][C:26](=O)[CH2:27][C:28](=[O:40])[C:29]1[CH:34]=[CH:33][CH:32]=[C:31]([N:35]2[CH:39]=[CH:38][N:37]=[N:36]2)[CH:30]=1)C>>[C:1]([O:5][C:6](=[O:22])[NH:7][C:8]1[CH:13]=[CH:12][C:11]([C:14]2[CH:19]=[CH:18][CH:17]=[CH:16][C:15]=2[F:20])=[CH:10][C:9]=1[NH:21][C:26](=[O:25])[CH2:27][C:28](=[O:40])[C:29]1[CH:34]=[CH:33][CH:32]=[C:31]([N:35]2[CH:39]=[CH:38][N:37]=[N:36]2)[CH:30]=1)([CH3:4])([CH3:2])[CH3:3]. Procedure details: Prepared from (3-amino-2′-fluoro-biphenyl-4-yl)-carbamic acid tert.-butyl ester (Example G37) (152 mg, 0.5 mmol) and 3-oxo-3-(3-[1,2,3]triazol-1-yl-phenyl)-propionic acid ethyl ester (Example H2) (200 mg, 0.77 mmol) according to the general procedure K. Obtained as a yellow oil (191 mg). Reaction SMILES: [CH3:1][CH:2]([CH2:4][CH2:5][CH3:6])[CH3:3].[CH2:7]1[CH2:12][CH2:11][CH2:10][CH2:9][CH2:8]1>CCCCCC>[CH3:1][CH:2]([CH2:4][CH2:5][CH3:6])[CH3:3].[CH2:7]1[CH2:12][CH2:11][CH2:10][CH2:9][CH2:8]1 |f:3.4|. Solvent: CCCCCC (n-hexane). The reactants are CC(C)CCC (2-methylpentane), CC(C)CCC (2-methylpentane), zeolite, zeolite, C1CCCCC1 (cyclohexane), C1CCCCC1 (cyclohexane). Product: CC(C)CCC.C1CCCCC1 (2-Methylpentane cyclohexane). Procedure: This ratio is expressed by the ratio of the weight of 2-methylpentane adsorbed on 1 g of zeolite to that of cyclohexane adsorbed on 1 g of zeolite under fixed conditions. The weights of the 2-methylpentane and cyclohexane adsorbed on zeolite are measured in the same way as in (1) above. The reactants are CC1(C)Oc2ccc(C#N)cc2C2OC21C, CCO, c1ccncc1, Oc1ccc(O)nn1. The product is CC1(C)Oc2ccc(C#N)cc2C(Oc2ccc(O)nn2)C1(C)O. As a reaction SMILES: [CH3:1][C:2]1([CH3:16])[O:3][c:4]2[cH:5][cH:6][c:7]([C:14]#[N:15])[cH:8][c:9]2[CH:10]2[C:11]1([CH3:13])[O:12]2.[CH3:31][CH2:32][OH:33].[cH:25]1[cH:26][cH:27][n:28][cH:29][cH:30]1.[n:17]1[n:18][c:19]([OH:24])[cH:20][cH:21][c:22]1[OH:23]>>[CH3:1][C:2]1([CH3:16])[O:3][c:4]2[cH:5][cH:6][c:7]([C:14]#[N:15])[cH:8][c:9]2[CH:10]([O:23][c:22]2[n:17][n:18][c:19]([OH:24])[cH:20][cH:21]2)[C:11]1([OH:12])[CH3:13]. Starting materials: FC=1C=C(C=C(C1)C(F)(F)F)[C@](CC1=CC=CC=C1)(N)C1=CC=C(C=C1)F ((R)-1-(3-fluoro-5-(trifluoromethyl)phenyl)-1-(4-fluorophenyl)-2-phenylethanamine), FC1=C(C=C(C=O)C=C1)C(F)(F)F (4-fluoro-3-(trifluoromethyl)benzaldehyde), [BH-](OC(=O)C)(OC(=O)C)OC(=O)C.[Na+] (NaBH(OAc)3), C(C)(=O)O (acetic acid). Run in ClC(C)Cl (dichloroethane). Conditions: time 8 hour. Product: FC1=C(C=C(CN[C@](CC2=CC=CC=C2)(C2=CC=C(C=C2)F)C2=CC(=CC(=C2)C(F)(F)F)F)C=C1)C(F)(F)F ((R)—N-(4-fluoro-3-(trifluoromethyl)benzyl)-1-(3-fluoro-5-(trifluoromethyl)phenyl)-1-(4-fluorophenyl)-2-phenylethanamine). Isolated yield 55.5%. As a reaction SMILES: [F:1][C:2]1[CH:3]=[C:4]([C@@:12]([C:21]2[CH:26]=[CH:25][C:24]([F:27])=[CH:23][CH:22]=2)([NH2:20])[CH2:13][C:14]2[CH:19]=[CH:18][CH:17]=[CH:16][CH:15]=2)[CH:5]=[C:6]([C:8]([F:11])([F:10])[F:9])[CH:7]=1.[F:28][C:29]1[CH:36]=[CH:35][C:32]([CH:33]=O)=[CH:31][C:30]=1[C:37]([F:40])([F:39])[F:38].C(O)(=O)C.[BH-](OC(C)=O)(OC(C)=O)OC(C)=O.[Na+]>ClC(Cl)C>[F:28][C:29]1[CH:36]=[CH:35][C:32]([CH2:33][NH:20][C@@:12]([C:4]2[CH:5]=[C:6]([C:8]([F:10])([F:11])[F:9])[CH:7]=[C:2]([F:1])[CH:3]=2)([C:21]2[CH:26]=[CH:25][C:24]([F:27])=[CH:23][CH:22]=2)[CH2:13][C:14]2[CH:15]=[CH:16][CH:17]=[CH:18][CH:19]=2)=[CH:31][C:30]=1[C:37]([F:38])([F:39])[F:40] |f:3.4|. Reported procedure: (R)-1-(3-fluoro-5-(trifluoromethyl)phenyl)-1-(4-fluorophenyl)-2-phenylethanamine (21.5 mg, 0.057 mmol) in dichloroethane (0.5 mL) in a two drum vial was added 4-fluoro-3-(trifluoromethyl)benzaldehyde (21.9 mg, 0.114 mmol) followed by a drop of acetic acid. The reaction mixture was shaken for 20 minutes at room temperature before NaBH(OAc)3 (36.3 mg, 0.171 mmol) was added. The reaction was stirred at room temperature overnight. The solvents were removed and the residue was purified by preparative...